This data is from the Open Reaction Database (ORD), a public repository of structured organic reaction records. The task is: describe an organic reaction: reactants, conditions, products, and yield The reactants are Cc1cc(OCC=C(Cl)Cl)cc(Cl)c1O, ClCCl, CC(C)OC(=O)N=NC(=O)OC(C)C, OCCCCOc1ccc(C(F)(F)F)cn1, c1ccc(P(c2ccccc2)c2ccccc2)cc1. Yields the product Cc1cc(OCC=C(Cl)Cl)cc(Cl)c1OCCCCOc1ccc(C(F)(F)F)cn1. As a reaction SMILES: [Cl:17][c:18]1[c:19]([OH:31])[c:20]([CH3:30])[cH:21][c:22]([O:24][CH2:25][CH:26]=[C:27]([Cl:28])[Cl:29])[cH:23]1.[Cl:65][CH2:66][Cl:67].[O:51]=[C:52]([O:53][CH:54]([CH3:55])[CH3:56])[N:57]=[N:58][C:59]([O:60][CH:61]([CH3:62])[CH3:63])=[O:64].[OH:1][CH2:2][CH2:3][CH2:4][CH2:5][O:6][c:7]1[n:8][cH:9][c:10]([C:13]([F:14])([F:15])[F:16])[cH:11][cH:12]1.[c:32]1([P:33]([c:34]2[cH:35][cH:36][cH:37][cH:38][cH:39]2)[c:40]2[cH:41][cH:42][cH:43][cH:44][cH:45]2)[cH:46][cH:47][cH:48][cH:49][cH:50]1>>[O:1]([CH2:2][CH2:3][CH2:4][CH2:5][O:6][c:7]1[n:8][cH:9][c:10]([C:13]([F:14])([F:15])[F:16])[cH:11][cH:12]1)[c:19]1[c:18]([Cl:17])[cH:23][c:22]([O:24][CH2:25][CH:26]=[C:27]([Cl:28])[Cl:29])[cH:21][c:20]1[CH3:30]. Starting materials: CN1N=CC(=C1C(F)(F)F)C(=O)Cl (1-methyl-5-trifluoromethyl-1H-pyrazole-4-carbonyl chloride), CC(CCNC(=O)C=1N=NC(=CC1)N1CCNCC1)C (6-piperazin-1-yl-pyridazine-3-carboxylic acid (3-methylbutyl)amide). Product: CC(CCNC(=O)C=1N=NC(=CC1)N1CCN(CC1)C(=O)C=1C=NN(C1C(F)(F)F)C)C (6-[4-(1-METHYL-5-TRIFLUOROMETHYL-1H-PYRAZOLE-4-CARBONYL)PIPERAZIN-1-YL]-PYRIDAZINE-3-CARBOXYLIC ACID (3-METHYLBUTYL)AMIDE), powder. The yield is 47.0%. Reaction SMILES: [CH3:1][N:2]1[C:6]([C:7]([F:10])([F:9])[F:8])=[C:5]([C:11](Cl)=[O:12])[CH:4]=[N:3]1.[CH3:14][CH:15]([CH3:33])[CH2:16][CH2:17][NH:18][C:19]([C:21]1[N:22]=[N:23][C:24]([N:27]2[CH2:32][CH2:31][NH:30][CH2:29][CH2:28]2)=[CH:25][CH:26]=1)=[O:20]>>[CH3:14][CH:15]([CH3:33])[CH2:16][CH2:17][NH:18][C:19]([C:21]1[N:22]=[N:23][C:24]([N:27]2[CH2:32][CH2:31][N:30]([C:11]([C:5]3[CH:4]=[N:3][N:2]([CH3:1])[C:6]=3[C:7]([F:10])([F:9])[F:8])=[O:12])[CH2:29][CH2:28]2)=[CH:25][CH:26]=1)=[O:20]. Procedure: Following the procedure of Example 3, making variations only as required to use 1-methyl-5-trifluoromethyl-1H-pyrazole-4-carbonyl chloride in place of isoxazole-5-carbonyl chloride to react with 6-piperazin-1-yl-pyridazine-3-carboxylic acid (3-methylbutyl)amide, the title compound was obtained as a white powder (47% yield). 1H NMR (300 MHz, CDCl3) δ 8.04, 7.82, 7.54, 6.99, 3.97, 3.90-3.54, 3.51-3.44, 1.75-1.62, 1.53-1.46, 0.92. MS (ES+) m/z 454.3 (M+1). The reactants are C(C1=CC=CC=C1)OC1=CC=C(C=C1)/C=C/C(=O)OC(C)(C)C (tert-butyl (2E)-3-[4-(benzyloxy)phenyl]acrylate), C(C)O (ethanol). Reagents/catalysts: [C].[Pd] (palladium carbon). The solvent is C(C)(=O)OCC (ethyl acetate). Run at time 19 hour. Yields the product OC1=CC=C(C=C1)CCC(=O)OC(C)(C)C (tert-butyl 3-(4-hydroxyphenyl)propanoate). The yield is 78.8%. Reaction SMILES: C([O:8][C:9]1[CH:14]=[CH:13][C:12](/[CH:15]=[CH:16]/[C:17]([O:19][C:20]([CH3:23])([CH3:22])[CH3:21])=[O:18])=[CH:11][CH:10]=1)C1C=CC=CC=1.C(O)C>[C].[Pd].C(OCC)(=O)C>[OH:8][C:9]1[CH:10]=[CH:11][C:12]([CH2:15][CH2:16][C:17]([O:19][C:20]([CH3:23])([CH3:22])[CH3:21])=[O:18])=[CH:13][CH:14]=1 |f:2.3|. Procedure: A mixture of tert-butyl (2E)-3-[4-(benzyloxy)phenyl]acrylate (13.3 g, 42.8 mmol), 10% palladium carbon (1.3 g), ethanol (100 mL) and ethyl acetate (30 mL) was stirred under a hydrogen atmosphere at room temperature for 19 hrs. The catalyst was filtered off and the filtrate was concentrated under reduced pressure to give the title compound (7.5 g, yield 79%) as colorless crystals. The reactants are CCN(CC)C(=O)c1ccc(CBr)cc1, CC#N, [K+], [K+], O=C([O-])[O-], C1CC2(CCN1)OCCO2, O. Yields the product CCN(CC)C(=O)c1ccc(CN2CCC3(CC2)OCCO3)cc1. As a reaction SMILES: [Br:17][CH2:18][c:19]1[cH:20][cH:21][c:22]([C:23](=[O:24])[N:25]([CH2:26][CH3:27])[CH2:28][CH3:29])[cH:30][cH:31]1.[CH3:33][C:34]#[N:35].[K+:11].[K+:12].[O-:13][C:14]([O-:15])=[O:16].[O:1]1[CH2:2][CH2:3][O:4][C:5]12[CH2:6][CH2:7][NH:8][CH2:9][CH2:10]2.[OH2:32]>>[O:1]1[CH2:2][CH2:3][O:4][C:5]12[CH2:6][CH2:7][N:8]([CH2:18][c:19]1[cH:20][cH:21][c:22]([C:23](=[O:24])[N:25]([CH2:26][CH3:27])[CH2:28][CH3:29])[cH:30][cH:31]1)[CH2:9][CH2:10]2. Starting materials: [BH4-], CC(C)C1CN(Cc2ccccc2)CCC1=O, CO, [Na+]. Yields the product CC(C)C1CN(Cc2ccccc2)CCC1O. Reaction SMILES: [BH4-:1].[CH2:3]([c:4]1[cH:5][cH:6][cH:7][cH:8][cH:9]1)[N:10]1[CH2:11][CH:12]([CH:17]([CH3:18])[CH3:19])[C:13](=[O:16])[CH2:14][CH2:15]1.[CH3:20][OH:21].[Na+:2]>>[CH2:3]([c:4]1[cH:5][cH:6][cH:7][cH:8][cH:9]1)[N:10]1[CH2:11][CH:12]([CH:17]([CH3:18])[CH3:19])[CH:13]([OH:16])[CH2:14][CH2:15]1.